Dataset: the Open Reaction Database (ORD), a public repository of structured organic reaction records. Task: describe an organic reaction: reactants, conditions, products, and yield Starting materials: C(#N)C1=C(C=C(C=C1)C(F)(F)F)N=NNC1=C(C=CC(=C1)C(F)(F)F)C#N (1,3-bis(2-cyano-5-trifluoromethylphenyl)triazene), N,N-dicyclohexylcarbodiimide, Cl.C(C)N(CCCC(=O)O)CC (4-diethylaminobutyric acid hydrochloride). Procedure: A solution of 10.0 g. (0.026 mol.) of 1,3-bis(2-cyano-5-trifluoromethylphenyl)triazene, 6.0 g. (0.029 mol.) of N,N-dicyclohexylcarbodiimide and 5.1 g. (0.026 mol.) of 4-diethylaminobutyric acid hydrochloride in 800 ml. of methylene chloride is stirred at 25° for 12 hours. The reaction mixture is filtered and the filtrate is concentrated under reduced pressure to give a residue which is washed with ether and recrystallized from benzene to give 3-[4-(N,N-diethylamino)butyryl]-1,3-bis(2-cyano-5-tri... RXN SMILES: [C:1]([C:3]1[CH:8]=[CH:7][C:6]([C:9]([F:12])([F:11])[F:10])=[CH:5][C:4]=1[N:13]=[N:14][NH:15][C:16]1[CH:21]=[C:20]([C:22]([F:25])([F:24])[F:23])[CH:19]=[CH:18][C:17]=1[C:26]#[N:27])#[N:2].[ClH:28].[CH2:29]([N:31]([CH2:38][CH3:39])[CH2:32][CH2:33][CH2:34][C:35](O)=[O:36])[CH3:30]>C(Cl)Cl>[ClH:28].[CH2:29]([N:31]([CH2:32][CH2:33][CH2:34][C:35]([N:13]([C:4]1[CH:5]=[C:6]([C:9]([F:12])([F:11])[F:10])[CH:7]=[CH:8][C:3]=1[C:1]#[N:2])[N:14]=[N:15][C:16]1[CH:21]=[C:20]([C:22]([F:23])([F:24])[F:25])[CH:19]=[CH:18][C:17]=1[C:26]#[N:27])=[O:36])[CH2:38][CH3:39])[CH3:30] |f:1.2,4.5|. The product is Cl.C(C)N(CC)CCCC(=O)N(N=NC1=C(C=CC(=C1)C(F)(F)F)C#N)C1=C(C=CC(=C1)C(F)(F)F)C#N (3-[4-(N,N-diethylamino)butyryl]-1,3-bis(2-cyano-5-trifluoromethylphenyl)-triazene hydrochloride). Run in C(Cl)Cl (methylene chloride). The reactants are C(C)(=O)C1=NC(=CC=C1)Br (2-acetyl-6-bromopyridine), II (iodine), N1=CC=CC=C1 (pyridine). The solvent is O (water). Conditions: temperature 100 celsius, time 5 hour. Yields the product [I-].BrC1=CC=CC(=N1)C(C[N+]1=CC=CC=C1)=O ([2-(6-bromopyridin-2-yl)oxoethyl]pyridinium iodide). The yield is 62.0%. As a reaction SMILES: [C:1]([C:4]1[CH:9]=[CH:8][CH:7]=[C:6]([Br:10])[N:5]=1)(=[O:3])[CH3:2].[I:11]I.[N:13]1[CH:18]=[CH:17][CH:16]=[CH:15][CH:14]=1>O>[I-:11].[Br:10][C:6]1[N:5]=[C:4]([C:1](=[O:3])[CH2:2][N+:13]2[CH:18]=[CH:17][CH:16]=[CH:15][CH:14]=2)[CH:9]=[CH:8][CH:7]=1 |f:4.5|. Procedure: A reaction vessel was charged with 11.0 g of 2-acetyl-6-bromopyridine, 14.0 g of iodine, and 45 mL of pyridine, followed by heating and stirring at 100° C. for 5 hours. After cooling to room temperature, 100 mL of water was added thereto and purification by recrystallization was performed. The reaction product was vacuum-dried at 70° C. for 12 hours to obtain 13.8 g (yield, 62%) of [2-(6-bromopyridin-2-yl)oxoethyl]pyridinium iodide as a brown powder. Reactants: [N+](=O)([O-])C=1C=CC(=C(C1)N)C#CC (5-nitro-2-prop-1-ynyl-phenylamine), [H-].[Na+] (sodium hydride), [O-]CC.[Na+] (sodium ethoxide), C(C)O (ethanol), ClC(=O)OCC (ethyl chloroformate). Solvent: C(C)(=O)OCC (ethyl acetate), CN(C)C=O (DMF), CN(C)C=O (DMF). Run at time 2 hour. Product: CC=1NC2=CC(=CC=C2C1)[N+](=O)[O-] (2-Methyl-6-nitro-1H-indole). RXN SMILES: [H-].[Na+].[N+:3]([C:6]1[CH:7]=[CH:8][C:9]([C:13]#[C:14][CH3:15])=[C:10]([NH2:12])[CH:11]=1)([O-:5])=[O:4].ClC(OCC)=O.[O-]CC.[Na+].C(O)C>CN(C=O)C.C(OCC)(=O)C>[CH3:15][C:14]1[NH:12][C:10]2[C:9]([CH:13]=1)=[CH:8][CH:7]=[C:6]([N+:3]([O-:5])=[O:4])[CH:11]=2 |f:0.1,4.5|. Procedure: Cool a mixture of sodium hydride (60% dispersion in oil, 0.33 g, 8.19 mmol) in anhydrous DMF to 0° C. under inert atmosphere. Add 5-nitro-2-prop-1-ynyl-phenylamine 17 (1.31 g, 7.44 mmol) in 10 mL DMF and stir 5 minutes. Add ethyl chloroformate (0.78 mL, 8.19 mmol), warm to ambient temperature, and stir 2 hours. Quench the reaction with saturated aqueous sodium bicarbonate, add ethyl acetate, and wash with saturated aqueous sodium bicarbonate followed by saturated aqueous brine. Dry the organic l...